From a dataset of the Open Reaction Database (ORD), a public repository of structured organic reaction records. describe an organic reaction: reactants, conditions, products, and yield Starting materials: C(C(C)C)=O (Isobutyraldehyde), C(C)(C)NC(C)C (N,N-diisopropylamine), C(CCC)[Li] (n-butyllithium), O1C(CCC1)C(=O)OC (2-tetrahydrofuroic acid, methyl ester). The solvent is C1CCOC1 (THF). Run at temperature -78 celsius, time 30 minute. The product is OC(C(C)C)C1(OCCC1)C(=O)OC (2-(1-Hydroxy-2-methyl-propyl)-2-tetrahydrofuroic Acid, Methyl Ester). The yield is 44.2%. Reaction SMILES: C(NC(C)C)(C)C.C([Li])CCC.[O:13]1[CH2:17][CH2:16][CH2:15][CH:14]1[C:18]([O:20][CH3:21])=[O:19].[CH:22](=[O:26])[CH:23]([CH3:25])[CH3:24]>C1COCC1>[OH:26][CH:22]([C:14]1([C:18]([O:20][CH3:21])=[O:19])[CH2:15][CH2:16][CH2:17][O:13]1)[CH:23]([CH3:25])[CH3:24]. Procedure: This procedure was adapted from J. Chem. Soc. Perkin Trans. I. 1997, p 771. To a solution of N,N-diisopropylamine (1 mL, 7.69 mmol) in THBF (13 mL) at 0° C. as added n-butyllithium (4.2 mL, 8.46 mmol, 2 M in hexanes). After stirring the mixture for 30 min, it was cooled to −78° C. and 2-tetrahydrofuroic acid, methyl ester (1 g, 7.69 mmol) in THF (13 mL) was added. The reaction mixture was stirred at the same temperature for 15 min and then warmed to −40° C. Isobutyraldehyde (1 mL, 11.5 mmol) was... The reactants are O=S(=O)(Cl)CCCCl, ClCCl, NC(=O)c1cc(-c2ccccc2)cc2c(C3CCNCC3)c[nH]c12. Yields the product NC(=O)c1cc(-c2ccccc2)cc2c(C3CCN(S(=O)(=O)CCCCl)CC3)c[nH]c12. RXN SMILES: [Cl:25][CH2:26][CH2:27][CH2:28][S:29](=[O:30])(=[O:31])[Cl:32].[Cl:33][CH2:34][Cl:35].[c:1]1(-[c:7]2[cH:8][c:9]3[c:10]([CH:19]4[CH2:20][CH2:21][NH:22][CH2:23][CH2:24]4)[cH:11][nH:12][c:13]3[c:14]([C:16](=[O:17])[NH2:18])[cH:15]2)[cH:2][cH:3][cH:4][cH:5][cH:6]1>>[c:1]1(-[c:7]2[cH:8][c:9]3[c:10]([CH:19]4[CH2:20][CH2:21][N:22]([S:29]([CH2:28][CH2:27][CH2:26][Cl:25])(=[O:30])=[O:31])[CH2:23][CH2:24]4)[cH:11][nH:12][c:13]3[c:14]([C:16](=[O:17])[NH2:18])[cH:15]2)[cH:2][cH:3][cH:4][cH:5][cH:6]1. Starting materials: CC(C)(C)NS(=O)(=O)CCCCO[Si](C)(C)C(C)(C)C, CCCC[N+](CCCC)(CCCC)CCCC, [F-], C1CCOC1. Product: CC(C)(C)NS(=O)(=O)CCCCO. RXN SMILES: [C:1]([CH3:2])([CH3:3])([CH3:4])[NH:5][S:6](=[O:7])(=[O:8])[CH2:9][CH2:10][CH2:11][CH2:12][O:13][Si:14]([C:15]([CH3:16])([CH3:17])[CH3:18])([CH3:19])[CH3:20].[CH3:22][CH2:23][CH2:24][CH2:25][N+:26]([CH2:27][CH2:28][CH2:29][CH3:30])([CH2:31][CH2:32][CH2:33][CH3:34])[CH2:35][CH2:36][CH2:37][CH3:38].[F-:21].[O:39]1[CH2:40][CH2:41][CH2:42][CH2:43]1>>[C:1]([CH3:2])([CH3:3])([CH3:4])[NH:5][S:6](=[O:7])(=[O:8])[CH2:9][CH2:10][CH2:11][CH2:12][OH:13]. The reactants are C(C1=CC=CC=C1)N1CCC2(CC1)C(NC=1C=CC=C(C12)C#N)=O (1′-benzyl-2-oxospiro[indoline-3,4′-piperidine]-4-carbonitrile), [H-].[H-].[H-].[H-].[Li+].[Al+3] (LiAlH4). The solvent is C1CCOC1 (THF), C1CCOC1 (THF). Reaction conditions: time 8 hour. Yields the product C(C1=CC=CC=C1)N1CCC2(CC1)CNC1=CC=CC(=C12)CN ((1′-benzylspiro[indoline-3,4′-piperidine]-4-yl)methanamine). Reaction SMILES: [CH2:1]([N:8]1[CH2:13][CH2:12][C:11]2([C:21]3[C:20]([C:22]#[N:23])=[CH:19][CH:18]=[CH:17][C:16]=3[NH:15][C:14]2=O)[CH2:10][CH2:9]1)[C:2]1[CH:7]=[CH:6][CH:5]=[CH:4][CH:3]=1.[H-].[H-].[H-].[H-].[Li+].[Al+3]>C1COCC1>[CH2:1]([N:8]1[CH2:13][CH2:12][C:11]2([C:21]3[C:16](=[CH:17][CH:18]=[CH:19][C:20]=3[CH2:22][NH2:23])[NH:15][CH2:14]2)[CH2:10][CH2:9]1)[C:2]1[CH:7]=[CH:6][CH:5]=[CH:4][CH:3]=1 |f:1.2.3.4.5.6|. Procedure: To a stirred solution of 1′-benzyl-2-oxospiro[indoline-3,4′-piperidine]-4-carbonitrile (0.88 g, 2.8 mmol) in THF (20 mL) was added dropwise a solution of 1N LiAlH4 in THF (11 mL, 11 mmol) at about 0° C. under N2. The reaction mixture was allowed to warm to about room temperature and stirred overnight. The reaction was then heated at reflux for 1 h. After cooling, the reaction was quenched by the dropwise addition of water (0.44 mL), followed by 3N NaOH (0.44 mL) and water (1.3 mL) at about 0° C.... Starting materials: Oc1cccc(-c2nc(Br)c3sccc3n2)c1, CCCC[Sn](CCCC)(CCCC)c1cncs1, c1ccc(P(c2ccccc2)(c2ccccc2)[Pd](P(c2ccccc2)(c2ccccc2)c2ccccc2)(P(c2ccccc2)(c2ccccc2)c2ccccc2)P(c2ccccc2)(c2ccccc2)c2ccccc2)cc1. Yields the product Oc1cccc(-c2nc(-c3cncs3)c3sccc3n2)c1. As a reaction SMILES: [Br:1][c:2]1[c:3]2[c:4]([n:5][c:6](-[c:8]3[cH:9][c:10]([OH:14])[cH:11][cH:12][cH:13]3)[n:7]1)[cH:15][cH:16][s:17]2.[CH2:18]([Sn:19]([CH2:20][CH2:21][CH2:22][CH3:28])([c:23]1[cH:24][n:25][cH:26][s:27]1)[CH2:29][CH2:30][CH2:31][CH3:32])[CH2:33][CH2:34][CH3:35].[cH:36]1[cH:37][cH:38][c:39]([P:40]([Pd:41]([P:42]([c:43]2[cH:44][cH:45][cH:46][cH:47][cH:48]2)([c:49]2[cH:50][cH:51][cH:52][cH:53][cH:54]2)[c:55]2[cH:56][cH:57][cH:58][cH:59][cH:60]2)([P:61]([c:62]2[cH:63][cH:64][cH:65][cH:66][cH:67]2)([c:68]2[cH:69][cH:70][cH:71][cH:72][cH:73]2)[c:74]2[cH:75][cH:76][cH:77][cH:78][cH:79]2)[P:80]([c:81]2[cH:82][cH:83][cH:84][cH:85][cH:86]2)([c:87]2[cH:88][cH:89][cH:90][cH:91][cH:92]2)[c:93]2[cH:94][cH:95][cH:96][cH:97][cH:98]2)([c:99]2[cH:100][cH:101][cH:102][cH:103][cH:104]2)[c:105]2[cH:106][cH:107][cH:108][cH:109][cH:110]2)[cH:111][cH:112]1>>[c:2]1(-[c:23]2[cH:24][n:25][cH:26][s:27]2)[c:3]2[c:4]([n:5][c:6](-[c:8]3[cH:9][c:10]([OH:14])[cH:11][cH:12][cH:13]3)[n:7]1)[cH:15][cH:16][s:17]2. Reactants: [I-].[Na+] (sodium iodide), C(OCCl)(OCCCOC)=O (Chloromethyl [3-(methoxy)propyl] carbonate), O (water). The solvent is C(C)#N (acetonitrile). Reaction conditions: temperature 55 celsius, time 4 hour. Product: C(OCI)(OCCCOC)=O (iodomethyl [3-(methoxy)propyl] carbonate). Yield: 90.0%. Reaction SMILES: [C:1](=[O:11])([O:5][CH2:6][CH2:7][CH2:8][O:9][CH3:10])[O:2][CH2:3]Cl.[I-:12].[Na+].O>C(#N)C>[C:1](=[O:11])([O:5][CH2:6][CH2:7][CH2:8][O:9][CH3:10])[O:2][CH2:3][I:12] |f:1.2|. Procedure: Chloromethyl [3-(methoxy)propyl] carbonate (3.7 g) was dissolved in acetonitrile (12 ml), and sodium iodide (12.0 g) was added. The mixture was stirred at 55° C. for 4 hours under an argon atmosphere. The reaction mixture was poured into water (100 ml) and extracted with ethyl acetate (100 ml). The ethyl acetate layer was washed with an aqueous 5% sodium thiosulfate solution (50 ml×2), water (50 ml) and a saturated sodium chloride aqueous solution (50 ml). After drying over anhydrous magnesium s... Isolated yield 0.1%. Reaction SMILES: [N:1]1[CH:6]=[CH:5][C:4]([S:7][CH2:8][CH2:9][CH2:10][CH2:11][N:12]2[C:21](=[O:22])[C:20]3[C:15](=[CH:16][CH:17]=[CH:18][CH:19]=3)[NH:14][C:13]2=[S:23])=[CH:3][CH:2]=1.[Cl:24][CH2:25][CH2:26][CH2:27][CH2:28][S:29][C:30]1[CH:35]=[CH:34][N:33]=[CH:32][CH:31]=1.O>CN(C)C=O>[ClH:24].[ClH:24].[N:33]1[CH:34]=[CH:35][C:30]([S:29][CH2:28][CH2:27][CH2:26][CH2:25][N:14]2[C:15]3[C:20](=[CH:19][CH:18]=[CH:17][CH:16]=3)[C:21](=[O:22])[N:12]([CH2:11][CH2:10][CH2:9][CH2:8][S:7][C:4]3[CH:5]=[CH:6][N:1]=[CH:2][CH:3]=3)[C:13]2=[S:23])=[CH:31][CH:32]=1 |f:4.5.6|. Reactants: O (water), N1=CC=C(C=C1)SCCCCN1C(NC2=CC=CC=C2C1=O)=S (3-[4-(4-pyridylthio)butyl]quinazoline-2(1H)-thion-4(3H)-one), ClCCCCSC1=CC=NC=C1 (4-(4-chlorobutylthio)pyridine), 1,8-diazabicyclo-[5.4.0]-7-undecene. The solvent is CN(C=O)C (dimethylformamide). Yields the product Cl.Cl.N1=CC=C(C=C1)SCCCCN1C(N(C(C2=CC=CC=C12)=O)CCCCSC1=CC=NC=C1)=S (1,3-bis[4-(4-pyridylthio)butyl]-quinazoline-2(1H)-thion-4(3H)-one dihydrochloride). Conditions: temperature 80 celsius, time 16 hour. Reported procedure: To a solution of 515 mg (1.5 mmol) of 3-[4-(4-pyridylthio)butyl]quinazoline-2(1H)-thion-4(3H)-one and 332 mg (1.65 mmol) of 4-(4-chlorobutylthio)pyridine in 15 ml of dimethylformamide, 0.25 ml (1.65 mmol) of 1,8-diazabicyclo-[5.4.0]-7-undecene was added, and the mixture was stirred at 80° C. for 16 hours. After cooling, water was added to the reaction mixture, and the mixture was extracted with ethyl acetate. The extract was dried and the solvent was distilled off. The residue was purified by fl... Starting materials: NC1=CC=C(C(=O)NCCC)C=C1 (4-amino-N-propylbenzamide), C1NCC=2C=NC=CC21 (1,3-dihydro-2H-pyrrolo[3,4-c]pyridine), Cl.C1NCC2=CC(=CC=C12)C(=O)OC (methyl isoindoline-5-carboxylate hydrochloride). The product is ClC1=CC=2C34C(C(N(C2C=C1)CCCCNC(=O)N1CC=2C=NC=CC2C1)=O)CC3CCO4 (N-[4-(9-chloro-5-oxo-2,3,3a,4,4a,5-hexahydro-6H-furo[2′,3′:2,3]cyclobuta[1,2-c]quinolin-6-yl)butyl]-1,3-dihydro-2H-pyrrolo[3,4-c]pyridine-2-carboxamide). RXN SMILES: N[C:2]1[CH:13]=[CH:12][C:5]([C:6]([NH:8][CH2:9][CH2:10][CH3:11])=[O:7])=CC=1.[CH2:14]1[C:22]2[CH:21]=[CH:20][N:19]=[CH:18][C:17]=2[CH2:16][NH:15]1.[ClH:23].C1[C:32]2[C:27](=[CH:28][C:29]([C:33]([O:35][CH3:36])=O)=[CH:30][CH:31]=2)CN1>>[Cl:23][C:27]1[CH:32]=[CH:31][C:30]2[N:8]([CH2:9][CH2:10][CH2:11][CH2:9][NH:8][C:6]([N:15]3[CH2:14][C:22]4[CH:21]=[CH:20][N:19]=[CH:18][C:17]=4[CH2:16]3)=[O:7])[C:6](=[O:7])[CH:5]3[CH2:12][CH:13]4[CH2:2][CH2:36][O:35][C:33]34[C:29]=2[CH:28]=1 |f:2.3|. Procedure: The title compound was prepared as described in Example 272B, substituting 6-(4-aminobutyl)-9-chloro-3,3a,4,4a-tetrahydro-2H-furo[2′,3′:2,3]cyclobuta[1,2-c]quinolin-5(6H)-one for 4-amino-N-propylbenzamide and 1,3-dihydro-2H-pyrrolo[3,4-c]pyridine for methyl isoindoline-5-carboxylate hydrochloride. 1H NMR (400 MHz, CDCl3) δ ppm 8.58 (s, 1H), 8.54 (d, J=4.9 Hz, 1H), 7.29 (d, J=4.9 Hz, 1H), 7.25 (m, 1H), 7.23 (d, J=2.6 Hz, 1H), 6.92 (d, J=8.9 Hz, 1H), 4.84 (t, J=5.6 Hz, 1H), 4.74 (bs, 4H), 4.46 (t,...